From a dataset of the Open Reaction Database (ORD), a public repository of structured organic reaction records. describe an organic reaction: reactants, conditions, products, and yield The reactants are C(C1=CC=CC=C1)OC=1N=NC(=CC1OCC1=CC=CC=C1)C#CC1=CC(=C(C=C1)C(F)(F)F)C (3,4-bis(benzyloxy)-6-((3-methyl-4-(trifluoromethyl)phenyl)-ethynyl)pyridazine), C(C1=CC=CC=C1)OC=1N=NC(=CC1OCC1=CC=CC=C1)C#C (3,4-bis(Benzyloxy)-6-ethynylpyridazine), BrC1=C(C=C(C=C1)C(F)(F)F)F (1-bromo-2-fluoro-4-(trifluoromethyl)benzene), C(C1=CC=CC=C1)OC=1N=NC(=CC1OCC1=CC=CC=C1)C#CC1=CC(=C(C=C1)C(F)(F)F)C (3,4-bis(benzyloxy)-6-((3-methyl-4-(trifluoromethyl)phenyl)-ethynyl)pyridazine), C(C1=CC=CC=C1)OC=1N=NC(=CC1OCC1=CC=CC=C1)C#C (3,4-bis(Benzyloxy)-6-ethynylpyridazine). Yields the product C(C1=CC=CC=C1)OC=1N=NC(=CC1OCC1=CC=CC=C1)C#CC1=C(C=C(C=C1)C(F)(F)F)F (3,4-bis(Benzyloxy)-6-{2-[2-fluoro-4-(trifluoromethyl)phenyl]-ethynyl}pyridazine). Yield: 16.0%. Reaction SMILES: [CH2:1]([O:8][C:9]1[N:10]=[N:11][C:12]([C:23]#[C:24][C:25]2[CH:30]=[CH:29][C:28]([C:31]([F:34])([F:33])[F:32])=[C:27](C)[CH:26]=2)=[CH:13][C:14]=1[O:15][CH2:16][C:17]1[CH:22]=[CH:21][CH:20]=[CH:19][CH:18]=1)[C:2]1[CH:7]=[CH:6][CH:5]=[CH:4][CH:3]=1.C(OC1N=NC(C#C)=CC=1OCC1C=CC=CC=1)C1C=CC=CC=1.BrC1C=CC(C(F)(F)[F:68])=CC=1F>>[CH2:1]([O:8][C:9]1[N:10]=[N:11][C:12]([C:23]#[C:24][C:25]2[CH:30]=[CH:29][C:28]([C:31]([F:33])([F:34])[F:32])=[CH:27][C:26]=2[F:68])=[CH:13][C:14]=1[O:15][CH2:16][C:17]1[CH:18]=[CH:19][CH:20]=[CH:21][CH:22]=1)[C:2]1[CH:7]=[CH:6][CH:5]=[CH:4][CH:3]=1. Reported procedure: Prepared as described for 3,4-bis(benzyloxy)-6-((3-methyl-4-(trifluoromethyl)phenyl)-ethynyl)pyridazine (Intermediate 74) from 3,4-bis(benzyloxy)-6-ethynylpyridazine (Intermediate 5) and 1-bromo-2-fluoro-4-(trifluoromethyl)benzene in 16% yield.